describe an organic reaction: reactants, conditions, products, and yield From a dataset of the Open Reaction Database (ORD), a public repository of structured organic reaction records. The reactants are O=C([O-])[O-], C1COCCN1, CS(C)=O, O=[N+]([O-])c1c(F)cc(F)cc1F, [K+], [K+]. Yields the product O=[N+]([O-])c1c(F)cc(N2CCOCC2)cc1F. As a reaction SMILES: [C:13](=[O:14])([O-:15])[O-:16].[CH2:19]1[CH2:20][O:21][CH2:22][CH2:23][NH:24]1.[CH3:25][S:26](=[O:27])[CH3:28].[F:1][c:2]1[c:3]([N+:10](=[O:11])[O-:12])[c:4]([F:9])[cH:5][c:6]([F:8])[cH:7]1.[K+:17].[K+:18]>>[F:1][c:2]1[c:3]([N+:10](=[O:11])[O-:12])[c:4]([F:9])[cH:5][c:6]([N:24]2[CH2:19][CH2:20][O:21][CH2:22][CH2:23]2)[cH:7]1. Reactants: O=Cc1cccc(Br)c1, C=O, CO, Cl, [K+], [OH-], O. Yields the product CC(=O)OCc1cccc(Br)c1. RXN SMILES: [Br:1][c:2]1[cH:3][c:4]([CH:5]=[O:6])[cH:7][cH:8][cH:9]1.[CH2:10]=[O:11].[CH3:15][OH:16].[ClH:14].[K+:13].[OH-:12].[OH2:17]>>[Br:1][c:2]1[cH:3][c:4]([CH2:5][O:6][C:10](=[O:11])[CH3:15])[cH:7][cH:8][cH:9]1. Starting materials: C(C)(=O)O[C@@H]1C=C[C@@H](CC1)Cl (cis-1-acetoxy-4-chloro-2-cyclohexene), [N-]=[N+]=[N-].[Na+] (sodium azide), resultant mixture. The solvent is [Cl-].[Na+].O (brine), CN(C)C=O (DMF), C(C)OCC (diethyl ether), O (water). Yields the product C(C)(=O)O[C@@H]1C=C[C@H](CC1)N=[N+]=[N-] (trans-1-acetoxy-4-azido-2-cyclohexene). Yield: 85.9%. As a reaction SMILES: [C:1]([O:4][C@H:5]1[CH2:10][CH2:9][C@@H:8](Cl)[CH:7]=[CH:6]1)(=[O:3])[CH3:2].[N-:12]=[N+:13]=[N-:14].[Na+]>CN(C=O)C.[Cl-].[Na+].O.C(OCC)C.O>[C:1]([O:4][C@H:5]1[CH2:10][CH2:9][C@H:8]([N:12]=[N+:13]=[N-:14])[CH:7]=[CH:6]1)(=[O:3])[CH3:2] |f:1.2,4.5.6|. Procedure details: To a stirred solution of cis-1-acetoxy-4-chloro-2-cyclohexene (6.87 g, 39.4 mmol) in DMF (160 mL) was added sodium azide (5.29 g, 81.1 mmol) and the resultant mixture was stirred at room temperature for 2 hours. The reaction mixture was poured into brine (160 mL) and diluted with diethyl ether (300 mL) and water (80 mL). The phases were separated and the organic phase was washed with brine (5×50 mL). The organic phase was dried (MgSO4), and concentrated to provide 6.13 g (85%) of trans-1-acetoxy... Reaction SMILES: [CH3:1][N:2]1[N:6]=[N:5][C:4]([NH2:7])=[N:3]1.Cl[C:9]1[CH:14]=[CH:13][C:12]([Br:15])=[CH:11][N:10]=1.CC([O-])(C)C.[K+].O>C1COCC1>[Br:15][C:12]1[CH:13]=[CH:14][C:9]([NH:7][C:4]2[N:5]=[N:6][N:2]([CH3:1])[N:3]=2)=[N:10][CH:11]=1 |f:2.3|. Product: BrC=1C=CC(=NC1)NC=1N=NN(N1)C (5-bromo-N-(2-methyl-2H-tetrazol-5-yl)pyridine-2-amine). Reactants: O (Water), CN1N=C(N=N1)N (2-methyl-2H-tetrazole-5-amine), ClC1=NC=C(C=C1)Br (2-chloro-5-bromopyridine), CC(C)(C)[O-].[K+] (potassium tert-butylate). Solvent: C1CCOC1 (THF). Yield: 1.5%. Procedure: 2-methyl-2H-tetrazole-5-amine (7.7 g, 78 mmol), 2-chloro-5-bromopyridine (10 g, 52 mmol), and potassium tert-butylate (11.6 g, 104 mmol) were dissolved in 100 mL THF, heated under reflux and reacted for 12 h. Water was added, extracted with ethyl acetate, and the organic phase was dried, concentrated, and the solid was separated by a silica gel column (dichloromethane:methanol=100:1) to obtain 5-bromo-N-(2-methyl-2H-tetrazol-5-yl)pyridine-2-amine 200 mg, at a yield of 1.5%. Starting materials: CC(Cc1cccc(C(C)C(=O)[O-])c1)NCC(O[Si](C)(C)C(C)(C)C)c1ccc(O)c(CO)c1, Cl, [Li+], C1CCOC1, [OH-]. Yields the product CC(Cc1cccc(CC(=O)O)c1)NCC(O[Si](C)(C)C(C)(C)C)c1ccc(O)c(CO)c1. RXN SMILES: [CH3:1][CH:2]([C:3](=[O:4])[O-:5])[c:6]1[cH:7][c:8]([CH2:12][CH:13]([CH3:14])[NH:15][CH2:16][CH:17]([c:18]2[cH:19][c:20]([CH2:25][OH:26])[c:21]([OH:24])[cH:22][cH:23]2)[O:27][Si:28]([CH3:29])([CH3:30])[C:31]([CH3:32])([CH3:33])[CH3:34])[cH:9][cH:10][cH:11]1.[ClH:37].[Li+:35].[O:38]1[CH2:39][CH2:40][CH2:41][CH2:42]1.[OH-:36]>>[CH2:2]([C:3](=[O:4])[OH:5])[c:6]1[cH:7][c:8]([CH2:12][CH:13]([CH3:14])[NH:15][CH2:16][CH:17]([c:18]2[cH:19][c:20]([CH2:25][OH:26])[c:21]([OH:24])[cH:22][cH:23]2)[O:27][Si:28]([CH3:29])([CH3:30])[C:31]([CH3:32])([CH3:33])[CH3:34])[cH:9][cH:10][cH:11]1.